Task: describe an organic reaction: reactants, conditions, products, and yield. Dataset: the Open Reaction Database (ORD), a public repository of structured organic reaction records Starting materials: C1(CC1)C(C)=O (1-cyclopropylethanone), CC1(OC(CC(O1)=O)=O)C (2,2-dimethyl-1,3-dioxane-4,6-dione). Product: C1(CC1)C(C)=C1C(OC(OC1=O)(C)C)=O (5-(1-cyclopropylethylidene)-2,2-dimethyl-1,3-dioxane-4,6-dione). Reaction SMILES: [CH:1]1([C:4](=O)[CH3:5])[CH2:3][CH2:2]1.[CH3:7][C:8]1([CH3:16])[O:13][C:12](=[O:14])[CH2:11][C:10](=[O:15])[O:9]1>>[CH:1]1([C:4](=[C:11]2[C:12](=[O:14])[O:13][C:8]([CH3:16])([CH3:7])[O:9][C:10]2=[O:15])[CH3:5])[CH2:3][CH2:2]1. Procedure: This compound was prepared by using procedures analogous to those described for the synthesis of Example 120, Step 1 starting from 1-cyclopropylethanone (Alfa Aesar, Cat. #A13540) and 2,2-dimethyl-1,3-dioxane-4,6-dione. Reactants: CNS(=O)(=O)c1cccc(CN)c1, CCN(C(C)C)C(C)C, Cl, Cl, CN(C)C=O, O=C(O)c1cnc(-c2cccnc2)nc1. Yields the product CNS(=O)(=O)c1cccc(CNC(=O)c2cnc(-c3cccnc3)nc2)c1. RXN SMILES: [CH3:27][NH:28][S:29](=[O:30])(=[O:31])[c:32]1[cH:33][c:34]([CH2:35][NH2:36])[cH:37][cH:38][cH:39]1.[CH:17]([N:18]([CH:19]([CH3:20])[CH3:21])[CH2:22][CH3:23])([CH3:24])[CH3:25].[ClH:1].[ClH:26].[O:40]=[CH:41][N:42]([CH3:43])[CH3:44].[n:2]1[cH:3][c:4](-[c:8]2[n:9][cH:10][c:11]([C:14](=[O:15])[OH:16])[cH:12][n:13]2)[cH:5][cH:6][cH:7]1>>[n:2]1[cH:3][c:4](-[c:8]2[n:9][cH:10][c:11]([C:14](=[O:16])[NH:36][CH2:35][c:34]3[cH:33][c:32]([S:29]([NH:28][CH3:27])(=[O:30])=[O:31])[cH:39][cH:38][cH:37]3)[cH:12][n:13]2)[cH:5][cH:6][cH:7]1.